From a dataset of the Open Reaction Database (ORD), a public repository of structured organic reaction records. describe an organic reaction: reactants, conditions, products, and yield RXN SMILES: [CH3:19][OH:20].[ClH:14].[F:1][C:2]([c:3]1[cH:4][cH:5][c:6]([CH:7]=[N:8][OH:9])[cH:10][cH:11]1)([F:12])[F:13].[H:15][H:16].[Na+:18].[OH-:17]>>[F:1][C:2]([c:3]1[cH:4][cH:5][c:6]([CH2:7][NH2:8])[cH:10][cH:11]1)([F:12])[F:13]. Starting materials: CO, Cl, ON=Cc1ccc(C(F)(F)F)cc1, [H][H], [Na+], [OH-]. The product is NCc1ccc(C(F)(F)F)cc1. Reactants: FC(C=1C=C(C=C(C1)C(F)(F)F)C1=NN(C=N1)\C=C/C(=O)O)(F)F ((Z)-3-(3-(3,5-bis(trifluoromethyl)phenyl)-1H-1,2,4-triazol-1-yl)acrylic acid), CCN=C=NCCCN(C)C.Cl (EDC HCl), Cl.FC1(CNCCC1)F (3,3-difluoropiperidine hydrochloride), CCN(C(C)C)C(C)C (DIPEA), C=1C=CC2=C(C1)N=NN2O (HOBT). The solvent is C(Cl)Cl (CH2Cl2). Conditions: temperature 0 celsius, time 1.75 hour. The product is FC(C=1C=C(C=C(C1)C(F)(F)F)C1=NN(C=N1)\C=C/C(=O)N1CC(CCC1)(F)F)(F)F ((Z)-3-(3-(3,5-bis(trifluoromethyl)phenyl)-1H-1,2,4-triazol-1-yl)-1-(3,3-difluoropiperidin-1-yl)prop-2-en-1-one). The yield is 15.5%. Reaction SMILES: [F:1][C:2]([F:24])([F:23])[C:3]1[CH:4]=[C:5]([C:13]2[N:17]=[CH:16][N:15](/[CH:18]=[CH:19]\[C:20](O)=[O:21])[N:14]=2)[CH:6]=[C:7]([C:9]([F:12])([F:11])[F:10])[CH:8]=1.CCN=C=NCCCN(C)C.Cl.Cl.[F:38][C:39]1([F:45])[CH2:44][CH2:43][CH2:42][NH:41][CH2:40]1.CCN(C(C)C)C(C)C.C1C=CC2N(O)N=NC=2C=1>C(Cl)Cl>[F:11][C:9]([F:10])([F:12])[C:7]1[CH:6]=[C:5]([C:13]2[N:17]=[CH:16][N:15](/[CH:18]=[CH:19]\[C:20]([N:41]3[CH2:42][CH2:43][CH2:44][C:39]([F:45])([F:38])[CH2:40]3)=[O:21])[N:14]=2)[CH:4]=[C:3]([C:2]([F:1])([F:23])[F:24])[CH:8]=1 |f:1.2,3.4|. Procedure: A cold (0° C.) solution of (Z)-3-(3-(3,5-bis(trifluoromethyl)phenyl)-1H-1,2,4-triazol-1-yl)acrylic acid (4) (1.0 g, 1.0 eq.) in CH2Cl2 (20 mL) was treated sequentially with EDC HCl (0.656 g, 1.2 eq.), 3,3-difluoropiperidine hydrochloride (0.540 g, 1.2), DIPEA (435 mg, 1.2 eq) and HOBT (25.92 g, 1.2 eq.). The clear reaction mixture was stirred at 0° C. for 1.5-2 h then quenched with 50 mL ice-water slurry and extracted with CH2Cl2 (2×25 mL). The combined organic layers were washed with brine, dri... Starting materials: C(CCC#C)O (4-pentyn-1-ol), O1CCCC=C1 (3,4-Dihydro-2H-pyran), ice, resultant mixture, C([O-])(O)=O.[Na+] (sodium bicarbonate). Reagents/catalysts: CC1=CC=C(C=C1)S(=O)(=O)O (4-methylbenzenesulfonic acid). Run at time 10 minute. The product is C(CCC#C)OC1OCCCC1 (2-(pent-4-ynyloxy)tetrahydropyran). Isolated yield 77.2%. Reaction SMILES: [O:1]1[CH:6]=[CH:5][CH2:4][CH2:3][CH2:2]1.[CH2:7]([OH:12])[CH2:8][CH2:9][C:10]#[CH:11].C(=O)(O)[O-].[Na+]>CC1C=CC(S(O)(=O)=O)=CC=1>[CH2:7]([O:12][CH:6]1[CH2:5][CH2:4][CH2:3][CH2:2][O:1]1)[CH2:8][CH2:9][C:10]#[CH:11] |f:2.3|. Procedure details: 3,4-Dihydro-2H-pyran (5.0 g) was added dropwise to an ice cooled mixture of 4-pentyn-1-ol (5.0 g) and 4-methylbenzenesulfonic acid (0.512 g). The resultant mixture was stirred at room temperature for 4 hours. Solid sodium bicarbonate (1.0 g) was added and the mixture was stirred for 10 minutes, then filtered and washed with diethyl ether. The filtrate was concentrated in vacuo and the residue was purified by chromatography on silica, eluting with a mixture of ethyl acetate and cyclohexane with a... Reactants: COC(=O)C1NC2=CC=CC=C2C1 (2-methoxycarbonylindoline), N (NH3), N (NH3). Solvent: CO (methanol). Conditions: time 6 hour. Yields the product C(N)(=O)C1NC2=CC=CC=C2C1 (2-carbamoylindoline). Yield: 85.0%. As a reaction SMILES: C[O:2][C:3]([CH:5]1[CH2:13][C:12]2[C:7](=[CH:8][CH:9]=[CH:10][CH:11]=2)[NH:6]1)=O.[NH3:14]>CO>[C:3]([CH:5]1[CH2:13][C:12]2[C:7](=[CH:8][CH:9]=[CH:10][CH:11]=2)[NH:6]1)(=[O:2])[NH2:14]. Reported procedure: To a solution of 2-methoxycarbonylindoline (22.733 g, 0.128 mmol) in methanol (230 mL) was introduced gaseous NH3 at room temperature until the solution was saturated with NH3. The mixture was stirred for 6 h at room temperature. The precipitates formed were collected, washed with methanol, and dried in vacuo to give 17.78 g of 2-carbamoylindoline (85%): 1H NMR (270 MHz, CDCl3) δ7.30 (bs, 1H), 7.11 (bs, 1H), 7.01 (d, 1H, J=7 Hz), 6.93 (dt, 1H, J=1, 7 Hz), 6.56 (m, 2H), 5.87 (bs, 1H), 4.12 (dd, 1... Starting materials: C1=CC=CC=2C(C3=C(CCC21)C=CC=C3)=O (10,11-dihydro-5H-dibenzo[a,d]cyclohepten-5-one), CN (methylamine), C([O-])(O)=O.[Na+] (sodium bicarbonate). Reagents/catalysts: [Ti](Cl)(Cl)(Cl)Cl (titanium tetrachloride). The solvent is C1=CC=CC=C1 (benzene), C1=CC=CC=C1 (benzene). Reaction conditions: time 12 day. Product: CN=C1C2=C(CCC3=C1C=CC=C3)C=CC=C2 (N-methyl-10,11-dihydro5H-dibenzo[a,d]cyclohepten-5-imine). Yield: 90.0%. Reaction SMILES: [CH:1]1[C:11]2[CH2:10][CH2:9][C:8]3[CH:12]=[CH:13][CH:14]=[CH:15][C:7]=3[C:6](=O)[C:5]=2[CH:4]=[CH:3][CH:2]=1.[CH3:17][NH2:18].C(=O)(O)[O-].[Na+]>C1C=CC=CC=1.[Ti](Cl)(Cl)(Cl)Cl>[CH3:17][N:18]=[C:6]1[C:5]2[CH:4]=[CH:3][CH:2]=[CH:1][C:11]=2[CH2:10][CH2:9][C:8]2[CH:12]=[CH:13][CH:14]=[CH:15][C:7]1=2 |f:2.3|. Procedure details: A solution of 52.5 g of titanium tetrachloride in 300 ml of anhydrous benzene is added slowly, under nitrogen, to a stirred, cooled (ice-bath) mixture of 100 g of 10,11-dihydro-5H-dibenzo[a,d]cyclohepten-5-one, 103 g of methylamine and 1200 ml of anhydrous benzene. After stirring at room temperature for 12 days the mixture is cooled, treated with concentrated aqueous sodium bicarbonate solution and filtered through Celite. The layers of the filtrate are separated, and the benzene layer is dried ... Reactants: [H-].[Na+] (Sodium hydride), NC=1C=C(C=C(C1)F)C(F)(F)F (3-amino-5-fluorobenzotrifluoride), aqueous solution, [OH-].[Na+] (NaOH), Cl (HCl), N(N)C(C(=O)NC1=CC=C(O[C@H]2CC[C@H](CC2)C(=O)OCC)C=C1)=O (Ethyl cis-4-(4-{[hydrazino(oxo)acetyl]amino}phenoxy)cyclohexanecarboxylate), N(N)C(C(=O)NC1=CC=C(O[C@H]2CC[C@H](CC2)C(=O)OCC)C=C1)=O (Ethyl cis-4-(4-{[hydrazino(oxo)acetyl]amino}phenoxy)cyclohexanecarboxylate), C1=CC=NC(=C1)OC(=S)OC2=CC=CC=N2 (di-2-pyridyl thionocarbonate), CCN=C=NCCCN(C)C (EDCI). Solvent: CN(C)C=O (DMF), CO (MeOH), C1CCOC1 (THF), O (water). Run at temperature 85 celsius, time 10 minute. Yields the product FC=1C=C(C=C(C1)C(F)(F)F)NC1=NN=C(O1)C(=O)NC1=CC=C(O[C@H]2CC[C@H](CC2)C(=O)O)C=C1 (cis-4-(4-{[(5-{[3-Fluoro-5-(trifluoromethyl)phenyl]amino}-1,3,4-oxadiazol-2-yl)carbonyl]amino}phenoxy)cyclohexanecarboxylic acid). The yield is 44.1%. Reaction SMILES: [H-].[Na+].[NH2:3][C:4]1[CH:5]=[C:6]([C:11]([F:14])([F:13])[F:12])[CH:7]=[C:8]([F:10])[CH:9]=1.[CH:15]1C=C(OC(OC2N=CC=CC=2)=S)N=CC=1.[NH:31]([C:33](=[O:55])[C:34]([NH:36][C:37]1[CH:54]=[CH:53][C:40]([O:41][C@@H:42]2[CH2:47][CH2:46][C@H:45]([C:48]([O:50]CC)=[O:49])[CH2:44][CH2:43]2)=[CH:39][CH:38]=1)=[O:35])[NH2:32].CCN=C=NCCCN(C)C.[OH-].[Na+].Cl>CN(C=O)C.CO.C1COCC1.O>[F:10][C:8]1[CH:9]=[C:4]([NH:3][C:15]2[O:55][C:33]([C:34]([NH:36][C:37]3[CH:54]=[CH:53][C:40]([O:41][C@@H:42]4[CH2:47][CH2:46][C@H:45]([C:48]([OH:50])=[O:49])[CH2:44][CH2:43]4)=[CH:39][CH:38]=3)=[O:35])=[N:31][N:32]=2)[CH:5]=[C:6]([C:11]([F:14])([F:12])[F:13])[CH:7]=1 |f:0.1,6.7|. Procedure details: Sodium hydride (60% dispersion in mineral oil, 192 mg, 4.80 mmol) was added to a stirred solution of 3-amino-5-fluorobenzotrifluoride (430 mg, 2.40 mmol) in DMF (10 mL) at ambient temperature. After 5 mins di-2-pyridyl thionocarbonate (557 mg, 2.40 mmol) was added in one portion and stirring was continued for 10 mins. Ethyl cis-4-(4-{[hydrazino(oxo)acetyl]amino}phenoxy)cyclohexanecarboxylate (Intermediate 1, 698 mg, 2.00 mmol) was added in one portion to the reaction mixture and stirred at 65° C... Reactants: C1CCNCC1, Cc1ccccc1, O=Cc1ccccc1-c1ccccc1Cl, O, O=C(O)c1ccccc1, O=C1CSC(=O)N1. Yields the product O=C1NC(=O)C(=Cc2ccccc2-c2ccccc2Cl)S1. As a reaction SMILES: [CH2:23]1[CH2:24][CH2:25][NH:26][CH2:27][CH2:28]1.[CH3:38][c:39]1[cH:40][cH:41][cH:42][cH:43][cH:44]1.[CH:1](=[O:2])[c:3]1[c:4](-[c:9]2[c:10]([Cl:15])[cH:11][cH:12][cH:13][cH:14]2)[cH:5][cH:6][cH:7][cH:8]1.[OH2:45].[OH:29][C:30]([c:31]1[cH:32][cH:33][cH:34][cH:35][cH:36]1)=[O:37].[S:16]1[C:17](=[O:22])[NH:18][C:19](=[O:21])[CH2:20]1>>[CH:1]([c:3]1[c:4](-[c:9]2[c:10]([Cl:15])[cH:11][cH:12][cH:13][cH:14]2)[cH:5][cH:6][cH:7][cH:8]1)=[C:20]1[S:16][C:17](=[O:22])[NH:18][C:19]1=[O:21]. The reactants are COc1cc(N2CCCC(CN3CCN(C)CC3)C2)ccc1[N+](=O)[O-], COc1cc(N2CCCC(C(=O)N3CCN(C)CC3)C2)ccc1N. Yields the product COc1cc(N2CCCC(CN3CCN(C)CC3)C2)ccc1N. RXN SMILES: [CH3:25][O:26][c:27]1[cH:28][c:29]([N:30]2[CH2:31][CH2:32][CH2:33][CH:34]([CH2:35][N:36]3[CH2:37][CH2:38][N:39]([CH3:40])[CH2:41][CH2:42]3)[CH2:43]2)[cH:44][cH:45][c:46]1[N+:47]([O-:48])=[O:49].[NH2:1][c:2]1[c:3]([O:23][CH3:24])[cH:4][c:5]([N:8]2[CH2:9][CH:10]([C:14](=[O:15])[N:16]3[CH2:17][CH2:18][N:19]([CH3:22])[CH2:20][CH2:21]3)[CH2:11][CH2:12][CH2:13]2)[cH:6][cH:7]1>>[NH2:1][c:2]1[c:3]([O:23][CH3:24])[cH:4][c:5]([N:8]2[CH2:9][CH:10]([CH2:14][N:16]3[CH2:17][CH2:18][N:19]([CH3:22])[CH2:20][CH2:21]3)[CH2:11][CH2:12][CH2:13]2)[cH:6][cH:7]1. RXN SMILES: [CH3:2][c:3]1[cH:4][c:5]2[c:11]([s:12]1)[NH:10][c:9]1[c:8]([cH:16][cH:15][cH:14][cH:13]1)[N:7]=[C:6]2[NH2:17].[CH3:42][S:43]([CH3:44])=[O:45].[CH3:46][CH2:47][O:48][C:49](=[O:50])[CH3:51].[CH3:53][c:54]1[cH:55][cH:56][cH:57][cH:58][cH:59]1.[CH:33]([N:34]([CH2:35][CH3:36])[CH:37]([CH3:38])[CH3:39])([CH3:40])[CH3:41].[Cl:18][c:19]1[cH:20][c:21]([CH2:25][CH2:26][CH:27]2[NH:28][CH2:29][CH2:30][NH:31][CH2:32]2)[cH:22][cH:23][cH:24]1.[ClH:1].[OH2:52]>>[CH3:2][c:3]1[cH:4][c:5]2[c:11]([s:12]1)[NH:10][c:9]1[c:8]([cH:16][cH:15][cH:14][cH:13]1)[N:7]=[C:6]2[N:17]1[CH2:30][CH2:29][NH:28][CH:27]([CH2:26][CH2:25][c:21]2[cH:20][c:19]([Cl:18])[cH:24][cH:23][cH:22]2)[CH2:32]1. The product is Cc1cc2c(s1)Nc1ccccc1N=C2N1CCNC(CCc2cccc(Cl)c2)C1. Reactants: Cc1cc2c(s1)Nc1ccccc1N=C2N, CS(C)=O, CCOC(C)=O, Cc1ccccc1, CCN(C(C)C)C(C)C, Clc1cccc(CCC2CNCCN2)c1, Cl, O. Starting materials: BrC=1C=C(C=NC1)OC=1C=NC=NC1 (5-((5-Bromopyridin-3-yl)oxy)pyrimidine), C(N)(OC(C)(C)C)=O (tert-Butyl carbamate), CC(C)([O-])C.[Na+] (sodium tert-butoxide), C(C)(C)(C)P(C1=C(C=CC=C1)C1=C(C=C(C=C1C(C)C)C(C)C)C(C)C)C(C)(C)C (2-Di-tert-butylphosphino-2′,4′,6′-triisopropylbiphenyl). The reagents and catalysts are C1=CC=C(C=C1)/C=C/C(=O)/C=C/C2=CC=CC=C2.C1=CC=C(C=C1)/C=C/C(=O)/C=C/C2=CC=CC=C2.C1=CC=C(C=C1)/C=C/C(=O)/C=C/C2=CC=CC=C2.C(Cl)(Cl)Cl.[Pd].[Pd] (tris(dibenzylideneacetone) dipalladium-chloroform adduct). Run in C1(=CC=CC=C1)C (toluene). Product: N1=CN=CC(=C1)OC=1C=C(C=NC1)NC(OC(C)(C)C)=O (tert-Butyl (5-(pyrimidin-5-yloxy)pyridin-3-yl)carbamate). Isolated yield 95.4%. Reaction SMILES: Br[C:2]1[CH:3]=[C:4]([O:8][C:9]2[CH:10]=[N:11][CH:12]=[N:13][CH:14]=2)[CH:5]=[N:6][CH:7]=1.[C:15](=[O:22])([O:17][C:18]([CH3:21])([CH3:20])[CH3:19])[NH2:16].CC(C)([O-])C.[Na+].C(P(C(C)(C)C)C1C=CC=CC=1C1C(C(C)C)=CC(C(C)C)=CC=1C(C)C)(C)(C)C>C1(C)C=CC=CC=1.C1C=CC(/C=C/C(/C=C/C2C=CC=CC=2)=O)=CC=1.C1C=CC(/C=C/C(/C=C/C2C=CC=CC=2)=O)=CC=1.C1C=CC(/C=C/C(/C=C/C2C=CC=CC=2)=O)=CC=1.C(Cl)(Cl)Cl.[Pd].[Pd]>[N:11]1[CH:10]=[C:9]([O:8][C:4]2[CH:3]=[C:2]([NH:16][C:15](=[O:22])[O:17][C:18]([CH3:21])([CH3:20])[CH3:19])[CH:7]=[N:6][CH:5]=2)[CH:14]=[N:13][CH:12]=1 |f:2.3,6.7.8.9.10.11|. Procedure: Compound 5 (1.0 g, 4.0 mmol, 1.0 eq), tert-Butyl carbamate (560 mg, 4.78 mmol, 1.20 eq), tris(dibenzylideneacetone) dipalladium-chloroform adduct (120 mg, 0.116 mmol, 0.0300 eq), sodium tert-butoxide (530 mg, 5.52 mmol, 1.40 eq), and 2-Di-tert-butylphosphino-2′,4′,6′-triisopropylbiphenyl (180 mg, 0.424 mmol, 0.0900 eq) stirred in toluene (15 mL) at rt overnight. The mixture was filtered through celite and washed with 5% MeOH in CH2Cl2. The filtrate was collected and concentrated in vacuo to affo...